Dataset: the Open Reaction Database (ORD), a public repository of structured organic reaction records. Task: describe an organic reaction: reactants, conditions, products, and yield Reaction SMILES: [CH3:1][O:2][C:3]1[C:4]([NH2:9])=[CH:5][CH:6]=[CH:7][CH:8]=1.Cl[S:11]([C:14]1[CH:22]=[CH:21][C:17]([C:18]([OH:20])=[O:19])=[CH:16][CH:15]=1)(=[O:13])=[O:12]>>[CH3:1][O:2][C:3]1[CH:8]=[CH:7][CH:6]=[CH:5][C:4]=1[NH:9][S:11]([C:14]1[CH:15]=[CH:16][C:17]([C:18]([OH:20])=[O:19])=[CH:21][CH:22]=1)(=[O:13])=[O:12]. Yields the product COC1=C(NS(=O)(=O)C2=CC=C(C(=O)O)C=C2)C=CC=C1 (4-[(2-Methoxyanilino)sulfonyl]benzoic acid). Procedure details: Using o-anisidine (0.585 ml, 5.0 mmol) and 4-(chlorosulfonyl)benzoic acid (1.15 g, 5.0 mmol), the procedure of Reference Example 2 was repeated to obtain 1.47 g (95.5%) of the title compound in the form of pink powder. Reactants: COC=1C(=CC=CC1)N (o-anisidine), ClS(=O)(=O)C1=CC=C(C(=O)O)C=C1 (4-(chlorosulfonyl)benzoic acid). Yield: 95.7%. Starting materials: C(C)(C)(C)OC(=O)N[C@H](CCC(=O)OC(C)C)C(N)=O (Isopropyl t-butyloxycarbonyl-D-isoglutaminate), FC(C(=O)O)(F)F (trifluoroacetic acid), C(C)(C)(C)OC(=O)N[C@@H](COCC1=CC=CC=C1)C(=O)O (t-butyloxycarbonyl-O-benzyl-L-serine), ester. Yields the product C(C)(C)(C)OC(=O)N[C@@H](COCC1=CC=CC=C1)C(=O)N[C@H](CCC(=O)OC(C)C)C(N)=O (isopropyl t-butyloxycarbonyl-O-benzyl-L-seryl-D-isoglutaminate). RXN SMILES: C(O[C:6]([NH:8][C@@H:9]([C:18](=[O:20])[NH2:19])[CH2:10][CH2:11][C:12]([O:14][CH:15]([CH3:17])[CH3:16])=[O:13])=[O:7])(C)(C)C.FC(F)(F)C(O)=O.[C:28]([O:32][C:33]([NH:35][C@H:36](C(O)=O)[CH2:37][O:38][CH2:39][C:40]1[CH:45]=[CH:44][CH:43]=[CH:42][CH:41]=1)=[O:34])([CH3:31])([CH3:30])[CH3:29]>>[C:28]([O:32][C:33]([NH:35][C@H:36]([C:6]([NH:8][C@@H:9]([C:18](=[O:20])[NH2:19])[CH2:10][CH2:11][C:12]([O:14][CH:15]([CH3:16])[CH3:17])=[O:13])=[O:7])[CH2:37][O:38][CH2:39][C:40]1[CH:41]=[CH:42][CH:43]=[CH:44][CH:45]=1)=[O:34])([CH3:31])([CH3:29])[CH3:30]. Procedure: Isopropyl t-butyloxycarbonyl-D-isoglutaminate (176 mg, 0.61 mmol) was treated with trifluoroacetic acid (1 ml) at room temperature for 20 minutes. Trifluoroacetic acid was evaporated and the residue was washed thoroughly with a mixture of diethyl ether-petroleum ether (1:1) and dried in a desiccator over sodium hydroxide pellets. The resulting trifluoroacetic acid salt was dissolved in acetonitrile (10 ml) together with triethylamine (0.19 ml). To this solution was added t-butyloxycarbonyl-O-ben... The reactants are O=C1c2ccccc2C(=O)N1CCCBr, CCSCS(=O)CC, [H-], [Na+], C1CCOC1. The product is CCSC(CCCN1C(=O)c2ccccc2C1=O)S(=O)CC. As a reaction SMILES: [Br:11][CH2:12][CH2:13][CH2:14][N:15]1[C:16](=[O:25])[c:17]2[c:18]([cH:21][cH:22][cH:23][cH:24]2)[C:19]1=[O:20].[CH2:1]([CH3:2])[S:3](=[O:4])[CH2:5][S:6][CH2:7][CH3:8].[H-:9].[Na+:10].[O:26]1[CH2:27][CH2:28][CH2:29][CH2:30]1>>[CH2:1]([CH3:2])[S:3](=[O:4])[CH:5]([S:6][CH2:7][CH3:8])[CH2:12][CH2:13][CH2:14][N:15]1[C:16](=[O:25])[c:17]2[c:18]([cH:21][cH:22][cH:23][cH:24]2)[C:19]1=[O:20]. The reactants are CI (methyl iodide), C(C#C)OC=1C(=NSN1)C=1C=NC=CC1 (3-(4-propargyloxy-1,2,5-thiadiazol-3-yl) pyridine). The solvent is CC(=O)C (acetone). Conditions: time 18 hour. The product is [I-].C(C#C)OC=1C(=NSN1)C=1C=[N+](C=CC1)C (3-(4-propargyloxy-1,2,5-thiadiazol-3-yl)-1-methylpyridinium iodide). Reaction SMILES: [CH3:1][I:2].[CH2:3]([O:6][C:7]1[C:8]([C:12]2[CH:13]=[N:14][CH:15]=[CH:16][CH:17]=2)=[N:9][S:10][N:11]=1)[C:4]#[CH:5]>CC(C)=O>[I-:2].[CH2:3]([O:6][C:7]1[C:8]([C:12]2[CH:13]=[N+:14]([CH3:1])[CH:15]=[CH:16][CH:17]=2)=[N:9][S:10][N:11]=1)[C:4]#[CH:5] |f:3.4|. Procedure: A mixture of methyl iodide (0.45 ml, 7.2 mmol) and 3-(4-propargyloxy-1,2,5-thiadiazol-3-yl) pyridine (430 mg, 2.4 mmol) in acetone (5 ml) was stirred at room temperature for 18 h. The title compound precipitated from the solution and was collected by filtration to yield 0.58 g (67%). Starting materials: C1(CCCCC1)NC(C)O (cyclohexylamino-ethanol), Cl (hydrochloric acid), C(C)(=O)OCC (ethyl acetate), COC=1C=C(C(=O)Cl)C=C(C1OC)OC (3,4,5-trimethoxy-benzoyl chloride). Run at time 8 hour. The product is Cl.CCN(C1CCCCC1)C1=C(C(=O)O)C=C(C(=C1OC)OC)OC (N-2-ethyl-cyclohexylamino-3,4,5-trimethoxy-benzoate-hydrochloride). Reaction SMILES: [CH:1]1([NH:7][CH:8](O)[CH3:9])[CH2:6][CH2:5][CH2:4][CH2:3][CH2:2]1.Cl.[CH3:12][O:13][C:14]1[CH:15]=[C:16]([CH:20]=[C:21]([O:25][CH3:26])[C:22]=1[O:23][CH3:24])[C:17]([Cl:19])=[O:18].C(OCC)(=[O:29])C>>[ClH:19].[CH3:9][CH2:8][N:7]([C:15]1[C:14]([O:13][CH3:12])=[C:22]([O:23][CH3:24])[C:21]([O:25][CH3:26])=[CH:20][C:16]=1[C:17]([OH:29])=[O:18])[CH:1]1[CH2:6][CH2:5][CH2:4][CH2:3][CH2:2]1 |f:4.5|. Procedure: 2.86 g. of cyclohexylamino-ethanol are dissolved in 50 ml. of anhydrous ethyl acetate, whereupon gaseous hydrochloric acid is introduced until a pH value of 1 is reached. 4.61 g. of 3,4,5-trimethoxy-benzoyl chloride are added and the reaction mixture is refluxed under stirring for 8 hours. After cooling the precipitated crystalline mass is filtered by suction. 6.9 g. of N-2-ethyl-cyclohexylamino-3,4,5-trimethoxy-benzoate-hydrochloride are obtained. Mp.: 206°-208° C. Reactants: COC=1C=C(C(=O)OC)C=C(C1C(C)C)OC (methyl 3,5-dimethoxy-4-i-propylbenzoate), CI (CH3I), Cl (HCl), Mg, [Li+].[BH4-] (LiBH4). Run in CCOCC (ether), CCOCC (ether), CCOCC (ether), O (Water). Conditions: temperature 0 celsius, time 8 hour. Product: COC=1C=C(C=C(C1C(C)C)OC)C(C)O (1-(3,5-Dimethoxy-4-i-propylphenyl)ethanol). As a reaction SMILES: [CH3:1]I.[Li+].[BH4-].[CH3:5][O:6][C:7]1[CH:8]=[C:9]([CH:14]=[C:15]([O:20][CH3:21])[C:16]=1[CH:17]([CH3:19])[CH3:18])[C:10]([O:12]C)=O.Cl>CCOCC.O>[CH3:21][O:20][C:15]1[CH:14]=[C:9]([CH:10]([OH:12])[CH3:1])[CH:8]=[C:7]([O:6][CH3:5])[C:16]=1[CH:17]([CH3:19])[CH3:18] |f:1.2|. Reported procedure: To a suspension of Mg (2 g, 82.2 mmol) in dry ether (100 mL) was added CH3I (5 mL, 80.4 mmol) in dry ether (100 mL). After the addition was completed, the reaction mixture was refluxed for 1 hour and then cooled to 0° C. LiBH4 (2.0M in THF, 25 mL, 50 mmol) was added followed by addition of methyl 3,5-dimethoxy-4-i-propylbenzoate (10.0 g, 42.0 mmol) in dry ether (300 mL). The reaction was stirred at 0° C. overnight. Water (50 mL) was added dropwise followed by 2N HCl (100 mL). The organic layer w... The reactants are COC(=O)CC1(C)CCc2c(C)c(OCc3ccccc3)c(C)c(C)c2O1, CC(C)C[Al+]CC(C)C, CCCCC, [H-]. Product: Cc1c(C)c2c(c(C)c1OCc1ccccc1)CCC(C)(CC=O)O2. As a reaction SMILES: [CH2:1]([c:2]1[cH:3][cH:4][cH:5][cH:6][cH:7]1)[O:8][c:9]1[c:10]([CH3:27])[c:11]2[c:16]([c:17]([CH3:20])[c:18]1[CH3:19])[O:15][C:14]([CH2:21][C:22](=[O:23])[O:24][CH3:25])([CH3:26])[CH2:13][CH2:12]2.[CH2:29]([Al+:30][CH2:31][CH:32]([CH3:33])[CH3:34])[CH:35]([CH3:36])[CH3:37].[CH3:38][CH2:39][CH2:40][CH2:41][CH3:42].[H-:28]>>[CH2:1]([c:2]1[cH:3][cH:4][cH:5][cH:6][cH:7]1)[O:8][c:9]1[c:10]([CH3:27])[c:11]2[c:16]([c:17]([CH3:20])[c:18]1[CH3:19])[O:15][C:14]([CH2:21][CH:22]=[O:23])([CH3:26])[CH2:13][CH2:12]2.